Task: describe an organic reaction: reactants, conditions, products, and yield. Dataset: the Open Reaction Database (ORD), a public repository of structured organic reaction records The reactants are CC(C)(C)OC(=O)Nc1ccc(CNC(=O)OCc2ccccc2)cc1, O=C(O)C(F)(F)F, O. The product is Nc1ccc(CNC(=O)OCc2ccccc2)cc1. RXN SMILES: [C:1]([O:2][C:3](=[O:4])[NH:7][c:8]1[cH:9][cH:10][c:11]([CH2:14][NH:15][C:16](=[O:17])[O:18][CH2:19][c:20]2[cH:21][cH:22][cH:23][cH:24][cH:25]2)[cH:12][cH:13]1)([CH3:5])([CH3:6])[CH3:26].[F:27][C:28]([F:29])([F:30])[C:31]([OH:32])=[O:33].[OH2:34]>>[NH2:7][c:8]1[cH:9][cH:10][c:11]([CH2:14][NH:15][C:16](=[O:17])[O:18][CH2:19][c:20]2[cH:21][cH:22][cH:23][cH:24][cH:25]2)[cH:12][cH:13]1. Run in C1(=CC=CC=C1)CO (benzene-methanol), O1CCCC1.C(C)(=O)OCC (tetrahydrofurane ethyl acetate). Product: O=C1CNC2=CC=C(C=C2N1)C(=O)C1=C(C(=O)OC)C=CC=C1 (methyl 2-[(3-oxo-1,2,3,4-tetrahydroquinoxalin-6-yl)carbonyl]benzoate). Isolated yield 65.5%. Reported procedure: A solution of phenylmethyl 2-{[3-nitro-4-({2-oxo-2-[(phenylmethyl)oxy]ethyl}amino)phenyl]carbonyl}benzoate (0.31 g, 0.59 mmol) in a mixture of tetrahydrofurane-ethyl acetate (1:1, 50 mL) was hydrogenated in the presence of 10% Pd/C (0.15 g) in a Parr shaker at 40 psi, until the consumption of hydrogen ceased. The catalyst was filtered off and the solvent was evaporated. The resulting crude product was converted into its methyl ester in a mixture of benzene-methanol (9:1, 5.0 mL) by the addition ... Reactants: crude product, methyl ester, C[Si](C)(C)C=[N+]=[N-] (trimethylsilyldiazomethane), CCCCCC (hexane), [N+](=O)([O-])C=1C=C(C=CC1NCC(OCC1=CC=CC=C1)=O)C(=O)C1=C(C(=O)OCC2=CC=CC=C2)C=CC=C1 (phenylmethyl 2-{[3-nitro-4-({2-oxo-2-[(phenylmethyl)oxy]ethyl}amino)phenyl]carbonyl}benzoate). RXN SMILES: [N+:1]([C:4]1[CH:5]=[C:6]([C:22]([C:24]2[CH:39]=[CH:38][CH:37]=[CH:36][C:25]=2[C:26]([O:28][CH2:29]C2C=CC=CC=2)=[O:27])=[O:23])[CH:7]=[CH:8][C:9]=1[NH:10][CH2:11][C:12](=[O:21])OCC1C=CC=CC=1)([O-])=O.C[Si](C=[N+]=[N-])(C)C.CCCCCC>O1CCCC1.C(OCC)(=O)C.C1(CO)C=CC=CC=1>[O:21]=[C:12]1[NH:1][C:4]2[C:9](=[CH:8][CH:7]=[C:6]([C:22]([C:24]3[CH:39]=[CH:38][CH:37]=[CH:36][C:25]=3[C:26]([O:28][CH3:29])=[O:27])=[O:23])[CH:5]=2)[NH:10][CH2:11]1 |f:3.4|. Yields the product COc1c(O)cc2c(c1OC)C1=C(CCC1)C(N)CC2. Starting materials: COc1c(O)cc2c(c1OC)C1=C(CCC1)C(NC(C)c1ccccc1)CC2, CO, CC(=O)O, [OH-], [OH-], O, [Pd+2]. Reaction SMILES: [CH3:1][O:2][c:3]1[c:4]([OH:28])[cH:5][c:6]2[c:7]([c:25]1[O:26][CH3:27])[C:8]1=[C:12]([CH2:11][CH2:10][CH2:9]1)[CH:13]([NH:16][CH:17]([c:18]1[cH:19][cH:20][cH:21][cH:22][cH:23]1)[CH3:24])[CH2:14][CH2:15]2.[CH3:29][OH:30].[CH3:31][C:32](=[O:33])[OH:34].[OH-:35].[OH-:37].[OH2:38].[Pd+2:36]>>[CH3:1][O:2][c:3]1[c:4]([OH:28])[cH:5][c:6]2[c:7]([c:25]1[O:26][CH3:27])[C:8]1=[C:12]([CH2:11][CH2:10][CH2:9]1)[CH:13]([NH2:16])[CH2:14][CH2:15]2.